describe an organic reaction: reactants, conditions, products, and yield From a dataset of the Open Reaction Database (ORD), a public repository of structured organic reaction records. Starting materials: O=C(C(=O)Cl)C1=C(C=C2CCCCN12)C1=CC=CC=C1 (oxo-(2-phenyl-5,6,7,8-tetrahydro-indolizin-3-yl)-acetyl chloride), CC1=CC(=NC(=C1)C)N1CCN(CC1)C1=CC=C(C=C1)N (4-[4-(4,6-dimethyl-pyridin-2-yl)-piperazin-1-yl]-phenyl amine). Solvent: N1=CC=CC=C1 (pyridine), C1(=CC=CC=C1)C (toluene). Reaction conditions: temperature 0 celsius, time 1 hour. Yields the product CC1=CC(=NC(=C1)C)N1CCN(CC1)C1=CC=C(C=C1)NC(C(C1=C(C=C2CCCCN12)C1=CC=CC=C1)=O)=O (N-{4-[4-(4,6-dimethyl-pyridin-2-yl)-piperazin-1-yl]-phenyl}-2-oxo-2-(2-phenyl-5,6,7,8-tetrahydro-indolizin-3-yl)-acetamide). Yield: 30.5%. As a reaction SMILES: [O:1]=[C:2]([C:6]1[N:14]2[C:9]([CH2:10][CH2:11][CH2:12][CH2:13]2)=[CH:8][C:7]=1[C:15]1[CH:20]=[CH:19][CH:18]=[CH:17][CH:16]=1)[C:3](Cl)=[O:4].[CH3:21][C:22]1[CH:27]=[C:26]([CH3:28])[N:25]=[C:24]([N:29]2[CH2:34][CH2:33][N:32]([C:35]3[CH:40]=[CH:39][C:38]([NH2:41])=[CH:37][CH:36]=3)[CH2:31][CH2:30]2)[CH:23]=1>N1C=CC=CC=1.C1(C)C=CC=CC=1>[CH3:21][C:22]1[CH:27]=[C:26]([CH3:28])[N:25]=[C:24]([N:29]2[CH2:34][CH2:33][N:32]([C:35]3[CH:40]=[CH:39][C:38]([NH:41][C:3](=[O:4])[C:2](=[O:1])[C:6]4[N:14]5[C:9]([CH2:10][CH2:11][CH2:12][CH2:13]5)=[CH:8][C:7]=4[C:15]4[CH:20]=[CH:19][CH:18]=[CH:17][CH:16]=4)=[CH:37][CH:36]=3)[CH2:31][CH2:30]2)[CH:23]=1. Procedure: Oxo-(2-phenyl-5,6,7,8-tetrahydro-indolizin-3-yl)-acetyl chloride (prepared as described in Reference Example 21, 40 g, 0.14 mol) was added portion-wise to a solution of 4-[4-(4,6-dimethyl-pyridin-2-yl)-piperazin-1-yl]-phenylamine (prepared as described in Reference Example 94, 18 g, 63.8 mmol) in pyridine (150 mL). The reaction mass was stirred for 1 hour then quenched slowly into cold water (3 L). The precipitated solid was filtered and washed with water (3×50 mL). The solid was dissolved in ch... The reactants are C(C1=CC=CC=C1)(=O)O[C@@H]1[C@H](O[C@@H]([C@H]([C@@H]1OC(C1=CC=CC=C1)=O)OC(C1=CC=CC=C1)=O)COC(C1=CC=CC=C1)=O)O[C@@H]1[C@@H]([C@H](O[C@@H]([C@H]1OC(C1=CC=CC=C1)=O)COC(C1=CC=CC=C1)=O)O[C@@H]1[C@@H]([C@@H](OCCCN=[N+]=[N-])O[C@@H]([C@H]1OC(C1=CC=CC=C1)=O)COC(C1=CC=CC=C1)=O)OC(C1=CC=CC=C1)=O)OC(C1=CC=CC=C1)=O (3-Azidopropyl 2,3,4,6-tetra-O-benzoyl-α-D-mannopyranosyl-(1→3)-2,4,6-tri-O-benzoyl-α-D-mannopyranosyl-(1→3)-2,4,6-tri-O-benzoyl-α-D-mannopyranoside), C(C#C)O[C@@H]1CC2CC[C@H]3[C@@H]4CC[C@H]([C@@H](CCCC(CO)C)C)[C@]4(CC[C@@H]3[C@]2(CC1)C)C (3β-(prop-2-ynyloxy)cholestanol), O=C1C(O)=C([O-])[C@H](O1)[C@@H](O)CO.[Na+] (sodium ascorbate). Reagents/catalysts: [O-]S(=O)(=O)[O-].[Cu+2] (CuSO4). Run in C(Cl)Cl (DCM), C(C)(C)(C)O (t-butanol). Reaction conditions: time 3 day. The product is C(C1=CC=CC=C1)(=O)O[C@@H]1[C@H](O[C@@H]([C@H]([C@@H]1OC(C1=CC=CC=C1)=O)OC(C1=CC=CC=C1)=O)COC(C1=CC=CC=C1)=O)O[C@@H]1[C@@H]([C@H](O[C@@H]([C@H]1OC(C1=CC=CC=C1)=O)COC(C1=CC=CC=C1)=O)O[C@@H]1[C@@H]([C@@H](OCCCN2N=NC(=C2)CO[C@@H]2CC3CC[C@H]4[C@@H]5CC[C@H]([C@@H](CCCC(C)C)C)[C@]5(CC[C@@H]4[C@]3(CC2)C)C)O[C@@H]([C@H]1OC(C1=CC=CC=C1)=O)COC(C1=CC=CC=C1)=O)OC(C1=CC=CC=C1)=O)OC(C1=CC=CC=C1)=O (3-{4-(Cholestan-3β-yl-oxymethyl)[1,2,3]triazol-1-yl}propyl 2,3,4,6-tetra-O-benzoyl-α-D-mannopyranosyl-(1→3)-2,4,6-tri-O-benzoyl-α-D-mannopyranosyl-(1→3)-2,4,6-tri-O-benzoyl-α-D-mannopyranoside). The yield is 36.2%. As a reaction SMILES: [C:1]([O:9][C@H:10]1[C@@H:15]([O:16][C:17](=[O:24])[C:18]2[CH:23]=[CH:22][CH:21]=[CH:20][CH:19]=2)[C@H:14]([O:25][C:26](=[O:33])[C:27]2[CH:32]=[CH:31][CH:30]=[CH:29][CH:28]=2)[C@@H:13]([CH2:34][O:35][C:36](=[O:43])[C:37]2[CH:42]=[CH:41][CH:40]=[CH:39][CH:38]=2)[O:12][C@@H:11]1[O:44][C@H:45]1[C@H:50]([O:51][C:52](=[O:59])[C:53]2[CH:58]=[CH:57][CH:56]=[CH:55][CH:54]=2)[C@@H:49]([CH2:60][O:61][C:62](=[O:69])[C:63]2[CH:68]=[CH:67][CH:66]=[CH:65][CH:64]=2)[O:48][C@H:47]([O:70][C@H:71]2[C@H:83]([O:84][C:85](=[O:92])[C:86]3[CH:91]=[CH:90][CH:89]=[CH:88][CH:87]=3)[C@@H:82]([CH2:93][O:94][C:95](=[O:102])[C:96]3[CH:101]=[CH:100][CH:99]=[CH:98][CH:97]=3)[O:81][C@H:73]([O:74][CH2:75][CH2:76][CH2:77][N:78]=[N+:79]=[N-:80])[C@H:72]2[O:103][C:104](=[O:111])[C:105]2[CH:110]=[CH:109][CH:108]=[CH:107][CH:106]=2)[C@H:46]1[O:112][C:113](=[O:120])[C:114]1[CH:119]=[CH:118][CH:117]=[CH:116][CH:115]=1)(=[O:8])[C:2]1[CH:7]=[CH:6][CH:5]=[CH:4][CH:3]=1.[CH2:121]([O:124][C@H:125]1[CH2:150][CH2:149][C@@:148]2([CH3:151])[CH:127]([CH2:128][CH2:129][C@@H:130]3[C@@H:147]2[CH2:146][CH2:145][C@@:144]2([CH3:152])[C@H:131]3[CH2:132][CH2:133][C@@H:134]2[C@H:135]([CH3:143])[CH2:136][CH2:137][CH2:138][CH:139]([CH3:142])[CH2:140]O)[CH2:126]1)[C:122]#[CH:123].O=C1O[C@H]([C@H](CO)O)C([O-])=C1O.[Na+]>C(Cl)Cl.C(O)(C)(C)C.[O-]S([O-])(=O)=O.[Cu+2]>[C:1]([O:9][C@H:10]1[C@@H:15]([O:16][C:17](=[O:24])[C:18]2[CH:23]=[CH:22][CH:21]=[CH:20][CH:19]=2)[C@H:14]([O:25][C:26](=[O:33])[C:27]2[CH:28]=[CH:29][CH:30]=[CH:31][CH:32]=2)[C@@H:13]([CH2:34][O:35][C:36](=[O:43])[C:37]2[CH:42]=[CH:41][CH:40]=[CH:39][CH:38]=2)[O:12][C@@H:11]1[O:44][C@H:45]1[C@H:50]([O:51][C:52](=[O:59])[C:53]2[CH:58]=[CH:57][CH:56]=[CH:55][CH:54]=2)[C@@H:49]([CH2:60][O:61][C:62](=[O:69])[C:63]2[CH:68]=[CH:67][CH:66]=[CH:65][CH:64]=2)[O:48][C@H:47]([O:70][C@H:71]2[C@H:83]([O:84][C:85](=[O:92])[C:86]3[CH:87]=[CH:88][CH:89]=[CH:90][CH:91]=3)[C@@H:82]([CH2:93][O:94][C:95](=[O:102])[C:96]3[CH:101]=[CH:100][CH:99]=[CH:98][CH:97]=3)[O:81][C@H:73]([O:74][CH2:75][CH2:76][CH2:77][N:78]3[CH:123]=[C:122]([CH2:121][O:124][C@H:125]4[CH2:150][CH2:149][C@@:148]5([CH3:151])[CH:127]([CH2:128][CH2:129][C@@H:130]6[C@@H:147]5[CH2:146][CH2:145][C@@:144]5([CH3:152])[C@H:131]6[CH2:132][CH2:133][C@@H:134]5[C@H:135]([CH3:143])[CH2:136][CH2:137][CH2:138][CH:139]([CH3:140])[CH3:142])[CH2:126]4)[N:80]=[N:79]3)[C@H:72]2[O:103][C:104](=[O:111])[C:105]2[CH:110]=[CH:109][CH:108]=[CH:107][CH:106]=2)[C@H:46]1[O:112][C:113](=[O:120])[C:114]1[CH:119]=[CH:118][CH:117]=[CH:116][CH:115]=1)(=[O:8])[C:2]1[CH:7]=[CH:6][CH:5]=[CH:4][CH:3]=1 |f:2.3,6.7|. Procedure: To a mixture of 57 (81 mg, 0.0497 mol), 3β-(prop-2-ynyloxy)cholestanol (43 mg, 0.0994 mmol, 2 eq) in DCM (64 μL) and t-butanol (60 μL) (0.4 M) was added a solution of CuSO4 (0.3 M in water, 33 μL, 0.00994 mmol, 0.2 eq) and a solution of sodium ascorbate (1M in water, 20 μL, 0.0199 mmol, 0.4 eq). The mixture was vigorously stirred at r.t. for 3 days. The mixture was evaporated onto silica gel and purified by silica column chromatography (2×14 cm, gradient elution with hexane-EtOAc 170:20, 150:30,... Starting materials: O=C([O-])O, CI, CN(C)C=O, COc1ccc(-n2cnnn2)cc1C(=O)C(=O)O, [Na+]. Yields the product COC(=O)C(=O)c1cc(-n2cnnn2)ccc1OC. RXN SMILES: [C:3](=[O:4])([O-:5])[OH:6].[CH3:1][I:2].[CH3:26][N:27]([CH3:28])[CH:29]=[O:30].[CH3:8][O:9][c:10]1[c:11]([C:21]([C:22](=[O:23])[OH:24])=[O:25])[cH:12][c:13](-[n:16]2[n:17][n:18][n:19][cH:20]2)[cH:14][cH:15]1.[Na+:7]>>[CH3:3][O:24][C:22]([C:21]([c:11]1[c:10]([O:9][CH3:8])[cH:15][cH:14][c:13](-[n:16]2[n:17][n:18][n:19][cH:20]2)[cH:12]1)=[O:25])=[O:23]. Starting materials: COC(=C)C (isopropenyl methyl ether), C1(=CC=C(C=C1)S(=O)(=O)[O-])C.[NH+]1=CC=CC=C1 (pyridinium p-toluenesulfonate), FC1=C(C=CC(=C1)F)[C@@H]([C@H](C(=O)OC)O)NC(=O)OC(C)(C)C (methyl (2R,3S)-3-(2,4-difluorophenyl)-3-tert-butoxycarbonylamino-2-hydroxypropionate), COC(=C)C (isopropenyl methyl ether), COC(=C)C (isopropenyl methyl ether). Solvent: C1=CC=CC=C1 (benzene). Reaction conditions: time 30 minute. The product is C(C)(C)(C)OC(=O)N1C(O[C@H]([C@@H]1C1=C(C=C(C=C1)F)F)C(=O)OC)(C)C (methyl (4S,5R)-3-tert-butoxycarbonyl-2,2-dimethyl-4-(2,4-difluorophenyl)-5-oxazolidinecarboxylate). Reaction SMILES: CO[C:3]([CH3:5])=[CH2:4].C1(C)C=CC(S([O-])(=O)=O)=CC=1.[NH+]1C=CC=CC=1.[F:23][C:24]1[CH:29]=[C:28]([F:30])[CH:27]=[CH:26][C:25]=1[C@H:31]([NH:38][C:39]([O:41][C:42]([CH3:45])([CH3:44])[CH3:43])=[O:40])[C@@H:32]([OH:37])[C:33]([O:35][CH3:36])=[O:34]>C1C=CC=CC=1>[C:42]([O:41][C:39]([N:38]1[C@@H:31]([C:25]2[CH:26]=[CH:27][C:28]([F:30])=[CH:29][C:24]=2[F:23])[C@H:32]([C:33]([O:35][CH3:36])=[O:34])[O:37][C:3]1([CH3:5])[CH3:4])=[O:40])([CH3:45])([CH3:44])[CH3:43] |f:1.2|. Procedure details: 0.3 ml of isopropenyl methyl ether and 39 mg of pyridinium p-toluenesulfonate were added to a solution of 515 mg of methyl (2R,3S)-3-(2,4-difluorophenyl)-3-tert-butoxycarbonylamino-2-hydroxypropionate dissolved in 30 ml of benzene, and the mixture was stirred at room temperature for 30 minutes. The mixture was further stirred at 90° C. for 30 minutes and then returned to room temperature. 0.3 ml of isopropenyl methyl ether was added to the mixture, and the resulting mixture was stirred at 90° C.... Reactants: N1(CCC(CC1)(C(=O)OC)C(=O)OC)C(=O)OC(C)(C)C (1-tert-butyl 4,4-dimethyl piperidine-1,4,4-tricarboxylate), [Li+].[OH-] (LiOH), Cl (HCl). Solvent: C1CCOC1 (THF), CO (CH3OH). Reaction conditions: temperature 80 celsius, time 1 hour. Product: C(C)(C)(C)OC(=O)N1CCC(CC1)(C(=O)O)C(=O)OC (1-(tert-butoxycarbonyl)-4-(methoxycarbonyl)piperidine-4-carboxylic acid). The yield is 79.8%. Reaction SMILES: [N:1]1([C:15]([O:17][C:18]([CH3:21])([CH3:20])[CH3:19])=[O:16])[CH2:6][CH2:5][C:4]([C:11]([O:13]C)=[O:12])([C:7]([O:9][CH3:10])=[O:8])[CH2:3][CH2:2]1.[Li+].[OH-].Cl>C1COCC1.CO>[C:18]([O:17][C:15]([N:1]1[CH2:2][CH2:3][C:4]([C:7]([O:9][CH3:10])=[O:8])([C:11]([OH:13])=[O:12])[CH2:5][CH2:6]1)=[O:16])([CH3:21])([CH3:20])[CH3:19] |f:1.2|. Procedure details: To a solution of 1-tert-butyl 4,4-dimethyl piperidine-1,4,4-tricarboxylate (6.2 g, 20.5 mmol) in THF (11 mL) and CH3OH (11 mL) was added aqueous LiOH (2 N, 11 mL, 22 mmol, 1.1 equiv.). The reaction mixture was stirred at 80° C. for 1 h. The reaction mixture was neutralized with HCl (1N) and was concentrated to dryness. The residue was dissolved in ethyl acetate and dried over Na2SO4 and concentrated to give 1-(tert-butoxycarbonyl)-4-(methoxycarbonyl)piperidine-4-carboxylic acid (4.7 g, 80%), whi... Starting materials: Cc1oc(=O)oc1CBr, [Na+], CN(C)C=O, COc1ccc(C2=C(C(=O)[O-])N3C(=O)C(C(C)O)C3C2)cc1. The product is COc1ccc(C2=C(C(=O)OCc3oc(=O)oc3C)N3C(=O)C(C(C)O)C3C2)cc1. Reaction SMILES: [Br:24][CH2:25][c:26]1[o:27][c:28](=[O:32])[o:29][c:30]1[CH3:31].[Na+:23].[O:33]=[CH:34][N:35]([CH3:36])[CH3:37].[OH:1][CH:2]([CH3:3])[CH:4]1[CH:5]2[CH2:6][C:7]([c:15]3[cH:16][cH:17][c:18]([O:21][CH3:22])[cH:19][cH:20]3)=[C:8]([C:12](=[O:13])[O-:14])[N:9]2[C:10]1=[O:11]>>[OH:1][CH:2]([CH3:3])[CH:4]1[CH:5]2[CH2:6][C:7]([c:15]3[cH:16][cH:17][c:18]([O:21][CH3:22])[cH:19][cH:20]3)=[C:8]([C:12](=[O:13])[O:14][CH2:25][c:26]3[o:27][c:28](=[O:32])[o:29][c:30]3[CH3:31])[N:9]2[C:10]1=[O:11]. Starting materials: C(C)[Mg]Br (ethylmagnesium bromide), C(C)OC([C@H]1N(CCC1)CC1=CC=CC=C1)=O (N-benzyl-L-proline ethyl ester), [OH-].[Na+] (NaOH). The reagents and catalysts are CC([O-])C.[Ti+4].CC([O-])C.CC([O-])C.CC([O-])C (titanium (IV) isopropoxide). The solvent is C(C)OCC (diethyl ether), C(C)OCC (diethyl ether). Run at temperature -15 celsius, time 30 minute. Yields the product C(C1=CC=CC=C1)N1[C@@H](CCC1)C1(CC1)O (1-((S)-1-benzylpyrrolidin-2-yl)cyclopropanol). RXN SMILES: [CH2:1]([Mg]Br)[CH3:2].C(O[C:8](=[O:21])[C@@H:9]1[CH2:13][CH2:12][CH2:11][N:10]1[CH2:14][C:15]1[CH:20]=[CH:19][CH:18]=[CH:17][CH:16]=1)C.[OH-].[Na+]>C(OCC)C.CC(C)[O-].[Ti+4].CC(C)[O-].CC(C)[O-].CC(C)[O-]>[CH2:14]([N:10]1[CH2:11][CH2:12][CH2:13][C@H:9]1[C:8]1([OH:21])[CH2:2][CH2:1]1)[C:15]1[CH:16]=[CH:17][CH:18]=[CH:19][CH:20]=1 |f:2.3,5.6.7.8.9|. Procedure: First 6.91 mL (23.57 mmol) of titanium (IV) isopropoxide and then 14.3 mL (42.9 mmol, 3 M in diethyl ether) of ethylmagnesium bromide were slowly added dropwise to a solution of 5.0 g (21.43 mmol) of N-benzyl-L-proline ethyl ester in 80 mL of dry diethyl ether which had been cooled to −15° C. and the reaction mixture was stirred for 30 minutes at this temperature. Subsequently at approximately 10° C., 5.4 mL (42.9 mmol) of boron trifluoride-diethyl ether complex were added and the mixture was st...